This data is from the Open Reaction Database (ORD), a public repository of structured organic reaction records. The task is: describe an organic reaction: reactants, conditions, products, and yield The reactants are [OH-].[Na+] (sodium hydroxide), C(C1=CC=CC=C1)(C1=CC=CC=C1)O (benzhydrol), N1CCC(CC1)CO (4-piperidinemethanol), C12(C(=O)CC(CC1)C2(C)C)CS(=O)(=O)O (camphor-10-sulfonic acid). Run in C1(=CC=CC=C1)C (toluene). Product: C1(=CC=CC=C1)C(OCC1CCNCC1)C1=CC=CC=C1 (4-[(Dipenylmethoxy)methyl]piperidine). The yield is 94.3%. RXN SMILES: [CH:1]([OH:14])([C:8]1[CH:13]=[CH:12][CH:11]=[CH:10][CH:9]=1)[C:2]1[CH:7]=[CH:6][CH:5]=[CH:4][CH:3]=1.[NH:15]1[CH2:20][CH2:19][CH:18]([CH2:21]O)[CH2:17][CH2:16]1.C12(CS(O)(=O)=O)C(C)(C)C(CC1)CC2=O.[OH-].[Na+]>C1(C)C=CC=CC=1>[C:2]1([CH:1]([C:8]2[CH:9]=[CH:10][CH:11]=[CH:12][CH:13]=2)[O:14][CH2:21][CH:18]2[CH2:19][CH2:20][NH:15][CH2:16][CH2:17]2)[CH:7]=[CH:6][CH:5]=[CH:4][CH:3]=1 |f:3.4|. Procedure: In a reactor fitted with a water trap, a mixture of benzhydrol (3.7 g), 4-piperidinemethanol (2.3 g), camphor-10-sulfonic acid (7.0 g), and toluene (30 mL) was refluxed for 2 hours. After cooling, 35 mL of 1N-aqueous sodium hydroxide was added and the reaction mixture was extracted with ethyl acetate. The extract was washed with saturated aqueous NaCl, dried over MgSO4, and concentrated under reduced pressure to provide 5.3 g of the title compound. Yield 94%. This product was not further purifie... The reactants are N#Cc1ncccc1CBr, CNC, CC#N. Yields the product CN(C)Cc1cccnc1C#N. Reaction SMILES: [Br:1][CH2:2][c:3]1[c:4]([C:9]#[N:10])[n:5][cH:6][cH:7][cH:8]1.[CH3:11][NH:12][CH3:13].[CH3:14][C:15]#[N:16]>>[CH2:2]([c:3]1[c:4]([C:9]#[N:10])[n:5][cH:6][cH:7][cH:8]1)[N:12]([CH3:11])[CH3:13]. The reactants are C1CCNCC1, O=Cc1ccc(F)cc1, COC(=O)CC(C)=O, c1ccccc1. The product is COC(=O)C(=Cc1ccc(F)cc1)C(C)=O. Reaction SMILES: [CH2:18]1[CH2:19][CH2:20][NH:21][CH2:22][CH2:23]1.[F:1][c:2]1[cH:3][cH:4][c:5]([CH:6]=[O:7])[cH:8][cH:9]1.[O:10]=[C:11]([CH2:12][C:13](=[O:14])[O:15][CH3:16])[CH3:17].[cH:24]1[cH:25][cH:26][cH:27][cH:28][cH:29]1>>[F:1][c:2]1[cH:3][cH:4][c:5]([CH:6]=[C:12]([C:11](=[O:10])[CH3:17])[C:13](=[O:14])[O:15][CH3:16])[cH:8][cH:9]1. Reported procedure: To a solution of 6.16 g (0.075 mol) of sodium acetate and 11.565 g (0.05 mol) of 3,4-dihydro-3-(4-piperidinyl)-2(1H)-quinazolinone in a mixture of 150 ml of glacial acetic acid and 35 ml of water a solution of 8.8 g (0.055 mol) of anhydrous bromine in 20 ml of glacial acetic acid was added dropwise, with stirring and whilst maintaining a reaction temperature of 13 to 15° C. The mixture was filtered and the filtrate was evaporated down in vacuo. To remove any inorganic components the residue was ... Starting materials: material, C(C)(=O)[O-].[Na+] (sodium acetate), N1CCC(CC1)N1C(NC2=CC=CC=C2C1)=O (3,4-dihydro-3-(4-piperidinyl)-2(1H)-quinazolinone), BrBr (bromine). The solvent is C(C)(=O)O (acetic acid), O (water), C(C)(=O)O (acetic acid). Run at temperature 14 celsius. Reaction SMILES: C([O-])(=O)C.[Na+].[NH:6]1[CH2:11][CH2:10][CH:9]([N:12]2[CH2:21][C:20]3[C:15](=[CH:16][CH:17]=[CH:18][CH:19]=3)[NH:14][C:13]2=[O:22])[CH2:8][CH2:7]1.[Br:23]Br>C(O)(=O)C.O>[BrH:23].[Br:23][C:18]1[CH:19]=[C:20]2[C:15](=[CH:16][CH:17]=1)[NH:14][C:13](=[O:22])[N:12]([CH:9]1[CH2:8][CH2:7][NH:6][CH2:11][CH2:10]1)[CH2:21]2 |f:0.1,6.7|. The product is Br.BrC=1C=C2CN(C(NC2=CC1)=O)C1CCNCC1 (6-bromo-3,4-dihydro-3-(4-piperidinyl)-2(1H)-quinazolinone-hydrobromide). The reactants are O=C([O-])[O-], CC#N, CCOC(=O)CCl, Cc1csc(-c2n[nH]c(=O)n2CC(C)C)c1Cl, [K+], [K+]. Product: CCOC(=O)Cn1nc(-c2scc(C)c2Cl)n(CC(C)C)c1=O. As a reaction SMILES: [C:1](=[O:2])([O-:3])[O-:4].[CH3:31][C:32]#[N:33].[Cl:24][CH2:25][C:26](=[O:27])[O:28][CH2:29][CH3:30].[Cl:7][c:8]1[c:9](-[c:14]2[n:15]([CH2:20][CH:21]([CH3:22])[CH3:23])[c:16](=[O:19])[nH:17][n:18]2)[s:10][cH:11][c:12]1[CH3:13].[K+:5].[K+:6]>>[Cl:7][c:8]1[c:9](-[c:14]2[n:15]([CH2:20][CH:21]([CH3:22])[CH3:23])[c:16](=[O:19])[n:17]([CH2:25][C:26](=[O:27])[O:28][CH2:29][CH3:30])[n:18]2)[s:10][cH:11][c:12]1[CH3:13]. Reactants: CC(C)OCc1ccc(Br)cc1, [Li]C(C)(C)C, CCCC[Sn](Cl)(CCCC)CCCC, CN(C)P(=O)(N(C)C)N(C)C, CCCCC, C[Si](C)(C)CCOC(=O)Nc1ccc(CCl)cc1, C1CCOC1, c1ccc(P(c2ccccc2)(c2ccccc2)[Pd](P(c2ccccc2)(c2ccccc2)c2ccccc2)(P(c2ccccc2)(c2ccccc2)c2ccccc2)P(c2ccccc2)(c2ccccc2)c2ccccc2)cc1. Product: CC(C)OCc1ccc(Cc2ccc(NC(=O)OCC[Si](C)(C)C)cc2)cc1. RXN SMILES: [Br:1][c:2]1[cH:3][cH:4][c:5]([CH2:8][O:9][CH:10]([CH3:11])[CH3:12])[cH:6][cH:7]1.[C:13]([Li:14])([CH3:15])([CH3:16])[CH3:17].[CH2:23]([Sn:24]([Cl:25])([CH2:26][CH2:27][CH2:28][CH3:29])[CH2:30][CH2:31][CH2:32][CH3:33])[CH2:34][CH2:35][CH3:36].[CH3:137][N:138]([P:139]([N:140]([CH3:141])[CH3:142])([N:143]([CH3:144])[CH3:145])=[O:146])[CH3:147].[CH3:18][CH2:19][CH2:20][CH2:21][CH3:22].[CH3:37][Si:38]([CH2:39][CH2:40][O:41][C:42]([NH:43][c:44]1[cH:45][cH:46][c:47]([CH2:50][Cl:51])[cH:48][cH:49]1)=[O:52])([CH3:53])[CH3:54].[O:55]1[CH2:56][CH2:57][CH2:58][CH2:59]1.[cH:60]1[cH:61][cH:62][c:63]([P:64]([Pd:65]([P:66]([c:67]2[cH:68][cH:69][cH:70][cH:71][cH:72]2)([c:73]2[cH:74][cH:75][cH:76][cH:77][cH:78]2)[c:79]2[cH:80][cH:81][cH:82][cH:83][cH:84]2)([P:85]([c:86]2[cH:87][cH:88][cH:89][cH:90][cH:91]2)([c:92]2[cH:93][cH:94][cH:95][cH:96][cH:97]2)[c:98]2[cH:99][cH:100][cH:101][cH:102][cH:103]2)[P:104]([c:105]2[cH:106][cH:107][cH:108][cH:109][cH:110]2)([c:111]2[cH:112][cH:113][cH:114][cH:115][cH:116]2)[c:117]2[cH:118][cH:119][cH:120][cH:121][cH:122]2)([c:123]2[cH:124][cH:125][cH:126][cH:127][cH:128]2)[c:129]2[cH:130][cH:131][cH:132][cH:133][cH:134]2)[cH:135][cH:136]1>>[c:2]1([CH2:50][c:47]2[cH:46][cH:45][c:44]([NH:43][C:42]([O:41][CH2:40][CH2:39][Si:38]([CH3:37])([CH3:53])[CH3:54])=[O:52])[cH:49][cH:48]2)[cH:3][cH:4][c:5]([CH2:8][O:9][CH:10]([CH3:11])[CH3:12])[cH:6][cH:7]1. Starting materials: C(C)(=O)C1=CC(=C(NC2=CC(=CC=C2)C=2C=NC=CC2)C=C1)[N+](=O)[O-] (4-acetyl-2-nitro-N-(3-(3-pyridyl)-phenyl)-aniline), C(C)OCC (diethylether). Reagents/catalysts: [Pd] (palladium). Run in C(C)O (ethanol), ClCCl (dichloromethane). Yields the product C(C)(=O)C=1C=CC(=C(N)C1)NC1=CC(=CC=C1)C=1C=NC=CC1 (5-acetyl-2-(3-(3-pyridyl)phenylamino)aniline). Yield: 80.2%. As a reaction SMILES: [C:1]([C:4]1[CH:22]=[CH:21][C:7]([NH:8][C:9]2[CH:14]=[CH:13][CH:12]=[C:11]([C:15]3[CH:16]=[N:17][CH:18]=[CH:19][CH:20]=3)[CH:10]=2)=[C:6]([N+:23]([O-])=O)[CH:5]=1)(=[O:3])[CH3:2].C(OCC)C>C(O)C.ClCCl.[Pd]>[C:1]([C:4]1[CH:22]=[CH:21][C:7]([NH:8][C:9]2[CH:14]=[CH:13][CH:12]=[C:11]([C:15]3[CH:16]=[N:17][CH:18]=[CH:19][CH:20]=3)[CH:10]=2)=[C:6]([CH:5]=1)[NH2:23])(=[O:3])[CH3:2]. Procedure: 4-acetyl-2-nitro-N-(3-(3-pyridyl)-phenyl)-aniline (2 g, 6 mmol) is suspended in a mixture of ethanol (50 ml) and dichloromethane (10 ml) and is hydrogenated at ambient pressure using palladium (5% on activated carbon) as the catalyst. Filtration of the resulting solution through celite followed by evaporation of solvent leaves an oil which upon trituration with a mixture of diethylether and petroleumether (1:1) affords 1.46 g pure 5-acetyl-2-(3-(3-pyridyl)phenylamino)aniline (80%). The reactants are [Na+].[Cl-] (NaCl), ClC1=CC=C(CNC(=O)C=2C(C3=C(N(C2)C)OC(=C3)CNCC(CCl)O)=O)C=C1 (N-(4-Chlorobenzyl)-2-(((3-chloro-2-hydroxypropyl)amino)methyl)-7-methyl-4-oxo-4,7-dihydrofuro[2,3-b]pyridine-5-carboxamide), COC1=C(C=CC=C1)S (2-methoxythiophenol), C(C)(C)N(CC)C(C)C (diisopropylethylamine). Solvent: CCO (EtOH). Product: ClC1=CC=C(CNC(=O)C=2C(C3=C(N(C2)C)OC(=C3)CN(C)CC(CSC3=C(C=CC=C3)OC)O)=O)C=C1 (N-(4-Chlorobenzyl)-2-(((2-hydroxy-3-((2-methoxyphenyl)thio)propyl)(methyl)amino)methyl)-7-methyl-4-oxo-4,7-dihydrofuro[2,3-b]-pyridine-5-carboxamide). Reaction SMILES: [Cl:1][C:2]1[CH:29]=[CH:28][C:5]([CH2:6][NH:7][C:8]([C:10]2[C:11](=[O:27])[C:12]3[CH:19]=[C:18]([CH2:20][NH:21][CH2:22][CH:23]([OH:26])[CH2:24]Cl)[O:17][C:13]=3[N:14]([CH3:16])[CH:15]=2)=[O:9])=[CH:4][CH:3]=1.[CH3:30][O:31][C:32]1[CH:37]=[CH:36][CH:35]=[CH:34][C:33]=1[SH:38].[CH:39](N(C(C)C)CC)(C)C.[Na+].[Cl-]>CCO>[Cl:1][C:2]1[CH:29]=[CH:28][C:5]([CH2:6][NH:7][C:8]([C:10]2[C:11](=[O:27])[C:12]3[CH:19]=[C:18]([CH2:20][N:21]([CH2:22][CH:23]([OH:26])[CH2:24][S:38][C:33]4[CH:34]=[CH:35][CH:36]=[CH:37][C:32]=4[O:31][CH3:30])[CH3:39])[O:17][C:13]=3[N:14]([CH3:16])[CH:15]=2)=[O:9])=[CH:4][CH:3]=1 |f:3.4|. Procedure details: A mixture of N-(4-chlorobenzyl)-2-(((3-chloro-2-hydroxypropyl)amino)methyl)-7-methyl-4-oxo-4,7-dihydrofuro[2,3-b]pyridine-5-carboxamide (Example 63, 0.181 g), 2-methoxythiophenol (0.058 mL), and diisopropylethylamine (0.097 mL) in absolute EtOH (16 mL) was heated to reflux overnight. The reaction was poured into 50% saturated aqueous NaCl (50 mL) and extracted with CHCl3. The combined organic layers were dried and concentrated. The crude product was purified by column chromatography (acetone/CHC... The reactants are [Li+].[OH-] (LiOH), CC1NCCCC1 (2-Methylpiperidine), C(#N)C=1C=C(C(=O)OC)C=CC1F (methyl 3-cyano-4-fluorobenzoate). Run in O (water), O (water), CN(C)C=O (DMF). Run at time 2 day. The product is C(#N)C=1C=C(C(=O)O)C=CC1N1C(CCCC1)C (3-cyano-4-(2-methylpiperidin-1-yl)benzoic acid). Yield: 80.2%. Reaction SMILES: [CH3:1][CH:2]1[CH2:7][CH2:6][CH2:5][CH2:4][NH:3]1.[C:8]([C:10]1[CH:11]=[C:12]([CH:17]=[CH:18][C:19]=1F)[C:13]([O:15]C)=[O:14])#[N:9].[Li+].[OH-]>CN(C=O)C.O>[C:8]([C:10]1[CH:11]=[C:12]([CH:17]=[CH:18][C:19]=1[N:3]1[CH2:4][CH2:5][CH2:6][CH2:7][CH:2]1[CH3:1])[C:13]([OH:15])=[O:14])#[N:9] |f:2.3|. Procedure: 2-Methylpiperidine (744 mg; 7.5 mmol; 5 eq.) was added to a solution of methyl 3-cyano-4-fluorobenzoate (269 mg; 1.5 mmol; 1 eq.) in DMF (2 mL) and the resulting mixture was stirred at room temperature for 2 days. The solution was partitioned between ethyl acetate and water and the phases separated. The organic layer was washed with HCl 0.1M then brine, dried over magnesium sulfate and concentrated in vacuo. The residue was taken up in THF (5 mL) and LiOH (126 mg; 3 mmol; 2 eq.) then water (5 mL...